The task is: describe an organic reaction: reactants, conditions, products, and yield. This data is from the Open Reaction Database (ORD), a public repository of structured organic reaction records. Reactants: N#Cc1cc(Br)ccc1F, ClC(Cl)Cl, CC(C)(C)OC(=O)N1CCC(N)CC1. Product: CC(C)(C)OC(=O)N1CCC(Nc2ccc(Br)cc2C#N)CC1. As a reaction SMILES: [Br:1][c:2]1[cH:3][cH:4][c:5]([F:10])[c:6]([C:7]#[N:8])[cH:9]1.[CH:25]([Cl:26])([Cl:27])[Cl:28].[NH2:11][CH:12]1[CH2:13][CH2:14][N:15]([C:18](=[O:19])[O:20][C:21]([CH3:22])([CH3:23])[CH3:24])[CH2:16][CH2:17]1>>[Br:1][c:2]1[cH:3][cH:4][c:5]([NH:11][CH:12]2[CH2:13][CH2:14][N:15]([C:18](=[O:19])[O:20][C:21]([CH3:22])([CH3:23])[CH3:24])[CH2:16][CH2:17]2)[c:6]([C:7]#[N:8])[cH:9]1. Reactants: C1CCOC1, CN, CCOC(C)=O, O=C(Cl)c1ccc([N+](=O)[O-])cc1. Product: CNC(=O)c1ccc([N+](=O)[O-])cc1. Reaction SMILES: [CH2:21]1[O:22][CH2:23][CH2:24][CH2:25]1.[CH3:13][NH2:14].[CH3:15][CH2:16][O:17][C:18]([CH3:19])=[O:20].[N+:1](=[O:2])([O-:3])[c:4]1[cH:5][cH:6][c:7]([C:8](=[O:9])[Cl:10])[cH:11][cH:12]1>>[N+:1](=[O:2])([O-:3])[c:4]1[cH:5][cH:6][c:7]([C:8](=[O:9])[NH:14][CH3:13])[cH:11][cH:12]1. Starting materials: COC(C1=CC(=CC=C1)SC=1C=NC=C(C1)CO)=O (3-(5-hydroxymethyl-pyridin-3-ylsulfanyl)-benzoic acid methyl ester), OC1=C(C=CC(=C1CCC)O)C(C)=O (1-(2,4-dihydroxy-3-propyl-phenyl)-ethanone). Product: COC(C1=CC(=CC=C1)SC=1C=NC=C(C1)COC1=C(C(=C(C=C1)C(C)=O)O)CCC)=O (3-[5-(4-acetyl-3-hydroxy-2-propyl-phenoxymethyl)-pyridin-3-ylsulfanyl]-benzoic acid methyl ester). The yield is 62.7%. Reaction SMILES: [CH3:1][O:2][C:3](=[O:19])[C:4]1[CH:9]=[CH:8][CH:7]=[C:6]([S:10][C:11]2[CH:12]=[N:13][CH:14]=[C:15]([CH2:17][OH:18])[CH:16]=2)[CH:5]=1.[OH:20][C:21]1[C:26]([CH2:27][CH2:28][CH3:29])=[C:25](O)[CH:24]=[CH:23][C:22]=1[C:31](=[O:33])[CH3:32]>>[CH3:1][O:2][C:3](=[O:19])[C:4]1[CH:9]=[CH:8][CH:7]=[C:6]([S:10][C:11]2[CH:12]=[N:13][CH:14]=[C:15]([CH2:17][O:18][C:25]3[CH:24]=[CH:23][C:22]([C:31](=[O:33])[CH3:32])=[C:21]([OH:20])[C:26]=3[CH2:27][CH2:28][CH3:29])[CH:16]=2)[CH:5]=1. Procedure details: Using the procedure essentially of Preparation 117 using 3-(5-hydroxymethyl-pyridin-3-ylsulfanyl)-benzoic acid methyl ester (370 mg, 1.34 mmol), 1-(2,4-dihydroxy-3-propyl-phenyl)-ethanone (261 mg, 1.34 mmol) provides the title compound as colorless oil (379 mg, 0.84 mmol): MS (m/z): 452 (M+1). Starting materials: COCCOC=1C=C(C(=O)OC)C=C(C1)CCOC (methyl 3-(2-methoxyethoxy)-5-(2-methoxyethyl)benzoate), CC(C)C[AlH]CC(C)C (DIBAL-H). The solvent is C1CCOC1 (THF). Run at temperature -50 celsius, time 30 minute. Product: COCCOC=1C=C(C=C(C1)CCOC)CO ([3-(2-methoxyethoxy)-5-(2-methoxyethyl)phenyl]methanol). As a reaction SMILES: [CH3:1][O:2][CH2:3][CH2:4][O:5][C:6]1[CH:7]=[C:8]([CH:13]=[C:14]([CH2:16][CH2:17][O:18][CH3:19])[CH:15]=1)[C:9](OC)=[O:10].CC(C[AlH]CC(C)C)C>C1COCC1>[CH3:1][O:2][CH2:3][CH2:4][O:5][C:6]1[CH:7]=[C:8]([CH2:9][OH:10])[CH:13]=[C:14]([CH2:16][CH2:17][O:18][CH3:19])[CH:15]=1. Reported procedure: To a solution of methyl 3-(2-methoxyethoxy)-5-(2-methoxyethyl)benzoate (1 eq.) from the previous step in THF (0.1 M) at −78° C. was added DIBAL-H (3 eq.). The reaction was warmed to −50° C. for 1 h, and then stirred at 0° C. for an additional 30 min. The reaction was quenched with an aqueous solution of Rochelle's salt and EtOAc. After stirring vigorously at rt for 1 h, the layers separated. The aqueous layer was extracted with EtOAc. The combined organic extracts were washed with brine, dried o... The reactants are NC=1SC=CN1 (2-aminothiazole), Cl (HCl), C1(CC1)S(=O)(=O)C1=CC=C(C=C1)C(C(=O)O)OC1CCOCC1 (2-(4-Cyclopropylsulfonylphenyl)-2-tetrahydropyran-4-yloxy-acetic acid), C(C(=O)Cl)(=O)Cl (oxalyl chloride). Run in C(Cl)Cl (DCM), N1=CC=CC=C1 (pyridine), CN(C)C=O (DMF), C(Cl)Cl (DCM). Conditions: temperature 0 celsius. Product: C1(CC1)S(=O)(=O)C1=CC=C(C=C1)C(C(=O)NC=1SC=CN1)OC1CCOCC1 (2-(4-Cyclopropylsulfonylphenyl)-2-tetrahydropyran-4-yloxy-N-thiazol-2-yl-acetamide). RXN SMILES: [CH:1]1([S:4]([C:7]2[CH:12]=[CH:11][C:10]([CH:13]([O:17][CH:18]3[CH2:23][CH2:22][O:21][CH2:20][CH2:19]3)[C:14](O)=[O:15])=[CH:9][CH:8]=2)(=[O:6])=[O:5])[CH2:3][CH2:2]1.C(Cl)(=O)C(Cl)=O.[NH2:30][C:31]1[S:32][CH:33]=[CH:34][N:35]=1.Cl>C(Cl)Cl.N1C=CC=CC=1.CN(C=O)C>[CH:1]1([S:4]([C:7]2[CH:8]=[CH:9][C:10]([CH:13]([O:17][CH:18]3[CH2:19][CH2:20][O:21][CH2:22][CH2:23]3)[C:14]([NH:30][C:31]3[S:32][CH:33]=[CH:34][N:35]=3)=[O:15])=[CH:11][CH:12]=2)(=[O:6])=[O:5])[CH2:3][CH2:2]1. Procedure: 2-(4-Cyclopropylsulfonylphenyl)-2-tetrahydropyran-4-yloxy-acetic acid (preparation 4) was dissolved in DCM. To this solution was added DMF and cooled to 0° C., followed by the addition of oxalyl chloride under stirring. To this mixture, a solution of 2-aminothiazole and pyridine in DCM was added drop wise at 0° C. and was stirred further for 4 h. at room temperature. The reaction mixture was poured into IN aqueous HCl under stirring, organic layer was again washed with 1N HCl, followed by 5% bri... Reactants: OC1C(C(C=C1)=O)CCCCC (3-hydroxy-2-n-pentyl-4-cyclopentenone), C(C)(=O)OC(C)=O (acetic anhydride), C(C)(=O)OC(C)=O (acetic anhydride), resultant mixture. The reagents and catalysts are C1(=CC=C(C=C1)S(=O)(=O)O)C (p-toluenesulfonic acid). Yields the product C(C)(=O)OC1C(C(C=C1)=O)CCCCC (3-acetoxy-2-n-pentyl-4-cyclopentenone). Yield: 92.9%. As a reaction SMILES: [OH:1][CH:2]1[CH:6]=[CH:5][C:4](=[O:7])[CH:3]1[CH2:8][CH2:9][CH2:10][CH2:11][CH3:12].[C:13](OC(=O)C)(=[O:15])[CH3:14]>C1(C)C=CC(S(O)(=O)=O)=CC=1>[C:13]([O:7][CH:4]1[CH:5]=[CH:6][C:2](=[O:1])[CH:3]1[CH2:8][CH2:9][CH2:10][CH2:11][CH3:12])(=[O:15])[CH3:14]. Reported procedure: Into a flask equipped with a stirrer and a thermometer, dl-3-hydroxy-2-n-pentyl-4-cyclopentenone (16.8 g), p-toluenesulfonic acid (0.1 g) and acetic anhydride (33.6 g) were charged, and the resultant mixture was stirred at 100° C. for 2 hours. After completion of the reaction, acetic anhydride was removed under reduced pressure, and the residue was extracted with toluene. The toluene layer was washed with 1% sodium bicarbonate solution and water. Toluene was removed from the toluene layer to giv... Starting materials: NC1=NC=NC(=C1C(=O)N)N1CCC(CC1)C=1N(C=C(N1)C1=CC(=C(C=C1)F)C(F)(F)F)C (4-Amino-6-{4-[4-(4-fluoro-3-trifluoromethyl-phenyl)-1-methyl-1H-imidazol-2-yl]-piperidin-1-yl}-pyrimidine-5-carboxamide), NC1=NC=NC(=C1C#N)N1CCC(CC1)C=1N(C=C(N1)C1=CC(=C(C=C1)F)C(F)(F)F)CCNCCOC (4-Amino-6-(4-{4-(4-fluoro-3-trifluoromethyl-phenyl)-1-[2-(2-methoxy-ethylamino)-ethyl]-1H-imidazol-2-yl}-piperidin-1-yl)-pyrimidine-5-carbonitrile). Product: NC1=NC=NC(=C1C(=O)N)N1CCC(CC1)C=1N(C=C(N1)C1=CC(=C(C=C1)F)C(F)(F)F)CCNCCOC (4-Amino-6-(4-{4-(4-fluoro-3-trifluoromethyl-phenyl)-1-[2-(2-methoxy-ethylamino)-ethyl]-1H-imidazol-2-yl}-piperidin-1-yl)-pyrimidine-5-carboxylic acid amide). RXN SMILES: [NH2:1][C:2]1[C:7]([C:8]([NH2:10])=[O:9])=[C:6]([N:11]2[CH2:16][CH2:15][CH:14]([C:17]3[N:18]([CH3:33])[CH:19]=[C:20]([C:22]4[CH:27]=[CH:26][C:25]([F:28])=[C:24]([C:29]([F:32])([F:31])[F:30])[CH:23]=4)[N:21]=3)[CH2:13][CH2:12]2)[N:5]=[CH:4][N:3]=1.NC1C(C#N)=C(N2CCC(C3N(C[CH2:66][NH:67][CH2:68][CH2:69][O:70][CH3:71])C=C(C4C=CC(F)=C(C(F)(F)F)C=4)N=3)CC2)N=CN=1>>[NH2:1][C:2]1[C:7]([C:8]([NH2:10])=[O:9])=[C:6]([N:11]2[CH2:16][CH2:15][CH:14]([C:17]3[N:18]([CH2:33][CH2:66][NH:67][CH2:68][CH2:69][O:70][CH3:71])[CH:19]=[C:20]([C:22]4[CH:27]=[CH:26][C:25]([F:28])=[C:24]([C:29]([F:32])([F:31])[F:30])[CH:23]=4)[N:21]=3)[CH2:13][CH2:12]2)[N:5]=[CH:4][N:3]=1. Procedure: The title compound was prepared in an analogous manner as 4-Amino-6-{4-[4-(4-fluoro-3-trifluoromethyl-phenyl)-1-methyl-1H-imidazol-2-yl]-piperidin-1-yl}-pyrimidine-5-carboxamide using 4-Amino-6-(4-{4-(4-fluoro-3-trifluoromethyl-phenyl)-1-[2-(2-methoxy-ethylamino)-ethyl]-1H-imidazol-2-yl}-piperidin-1-yl)-pyrimidine-5-carbonitrile instead of 4-amino-6-(4-{4-[4-fluoro-3-(trifluoromethyl)phenyl]-1-methyl-1H-imidazol-2-yl}piperidin-1-yl)pyrimidine-5-carbonitrile. LC-MS: (M+1=551, obsd.=551). Starting materials: C1(CCCCC1)CC(O)C=1C=NC(=CC1)C1=CC=C(C=C1)C(F)(F)F (2-cyclohexyl-1-[6-(4-trifluoromethyl-phenyl)-pyridin-3-yl]-ethanol), N(=NC(=O)N1CCCCC1)C(=O)N1CCCCC1 (1,1′-(azodicarbonyl)dipiperidine), C(CCC)P(CCCC)CCCC (tributylphosphine), SC1=CC=C(C(=O)OC)C=C1 (methyl 4-mercaptobenzoate). Solvent: C1CCOC1 (THF), C1(=CC=CC=C1)C (toluene). Conditions: time 8 hour. The product is COC(C1=CC=C(C=C1)SC(CC1CCCCC1)C=1C=NC(=CC1)C1=CC=C(C=C1)C(F)(F)F)=O (4-{2-cyclohexyl-1-[6-(4-trifluoromethyl-phenyl)-pyridin-3-yl]-ethylsulfanyl}-benzoic acid methyl ester). Reaction SMILES: [CH:1]1([CH2:7][CH:8]([C:10]2[CH:11]=[N:12][C:13]([C:16]3[CH:21]=[CH:20][C:19]([C:22]([F:25])([F:24])[F:23])=[CH:18][CH:17]=3)=[CH:14][CH:15]=2)O)[CH2:6][CH2:5][CH2:4][CH2:3][CH2:2]1.N(C(N1CCCCC1)=O)=NC(N1CCCCC1)=O.C(P(CCCC)CCCC)CCC.[SH:57][C:58]1[CH:67]=[CH:66][C:61]([C:62]([O:64][CH3:65])=[O:63])=[CH:60][CH:59]=1>C1COCC1.C1(C)C=CC=CC=1>[CH3:65][O:64][C:62](=[O:63])[C:61]1[CH:66]=[CH:67][C:58]([S:57][CH:8]([C:10]2[CH:11]=[N:12][C:13]([C:16]3[CH:21]=[CH:20][C:19]([C:22]([F:25])([F:24])[F:23])=[CH:18][CH:17]=3)=[CH:14][CH:15]=2)[CH2:7][CH:1]2[CH2:6][CH2:5][CH2:4][CH2:3][CH2:2]2)=[CH:59][CH:60]=1. Reported procedure: To a solution of 2-cyclohexyl-1-[6-(4-trifluoromethyl-phenyl)-pyridin-3-yl]-ethanol (300 mg, 0.88 mmol) in THF (2 mL) and toluene (4 mL) is added 1,1′-(azodicarbonyl)dipiperidine (ADDP, 325.0 mg, 1.29 mmol) at 0° C., followed by the addition of tributylphosphine (0.32 mL, 1.29 mmol) and methyl 4-mercaptobenzoate (173.3 mg, 1.03 mmol). The reaction mixture is warmed up to room temperature and stirred overnight. The mixture is loaded on silica gel, eluted with hexanes with a gradient from 0% of et... Starting materials: CO (methanol), C(Cl)Cl (CH2Cl2), C1(=CC=CC=C1)S(=O)(=O)C1=CN(C2=NC=CC=C21)CCN2C(C1=CC=CC=C1C2=O)=O (2-{2-[3-(phenylsulfonyl)-1H-pyrrolo[2,3-b]pyridin-1-yl]ethyl}-1H-isoindole-1,3(2H)-dione), NN (hydrazine). Run in O1CCOCC1 (dioxane). Conditions: temperature 50 celsius. The product is Cl.Cl.C1(=CC=CC=C1)S(=O)(=O)C1=CN(C2=NC=CC=C21)CCN (2-[3-(Phenylsulfonyl)-1H-pyrrolo[2,3-b]pyridin-1-yl]ethylamine dihydrochloride). Reaction SMILES: [C:1]1([S:7]([C:10]2[C:18]3[C:13](=[N:14][CH:15]=[CH:16][CH:17]=3)[N:12]([CH2:19][CH2:20][N:21]3C(=O)C4C(=CC=CC=4)C3=O)[CH:11]=2)(=[O:9])=[O:8])[CH:6]=[CH:5][CH:4]=[CH:3][CH:2]=1.NN.CO.C(Cl)[Cl:37]>O1CCOCC1>[ClH:37].[ClH:37].[C:1]1([S:7]([C:10]2[C:18]3[C:13](=[N:14][CH:15]=[CH:16][CH:17]=3)[N:12]([CH2:19][CH2:20][NH2:21])[CH:11]=2)(=[O:9])=[O:8])[CH:2]=[CH:3][CH:4]=[CH:5][CH:6]=1 |f:5.6.7|. Procedure details: A solution of 2-{2-[3-(phenylsulfonyl)-1H-pyrrolo[2,3-b]pyridin-1-yl]ethyl}-1H-isoindole-1,3(2H)-dione (4.54 g, 10.5 mmol) in dioxane is treated with anhydrous hydrazine (8.3 mL, 265 mmol), heated at 50° C. for 3 h, concentrated in vacuo, diluted with water and extracted with CH2Cl2. The combined extracts are dried over MgSO4 and concentrated in vacuo to give a clear gum residue. Chromatography (1:9 methanol:CH2Cl2) of the residue affords the free amine of the title compound as a clear gum. The ... The reactants are C[O-], CO, [Cl-], [I-], [K+], [Na+], [Na+], COc1cc(CCNC(=O)C(NS(C)(=O)=O)C(C)C)ccc1O, Cc1ccc(S(=O)(=O)OCC#Cc2ccccc2)cc1. Product: COc1cc(CCNC(=O)C(NS(C)(=O)=O)C(C)C)ccc1OCC#Cc1ccccc1. RXN SMILES: [CH3:44][O-:45].[CH3:51][OH:52].[Cl-:50].[I-:48].[K+:47].[Na+:46].[Na+:49].[OH:1][c:2]1[c:3]([O:22][CH3:23])[cH:4][c:5]([CH2:8][CH2:9][NH:10][C:11]([CH:12]([CH:13]([CH3:14])[CH3:15])[NH:16][S:17](=[O:18])(=[O:19])[CH3:20])=[O:21])[cH:6][cH:7]1.[c:24]1([C:30]#[C:31][CH2:32][O:33][S:34]([c:35]2[cH:36][cH:37][c:38]([CH3:39])[cH:40][cH:41]2)(=[O:42])=[O:43])[cH:25][cH:26][cH:27][cH:28][cH:29]1>>[O:1]([c:2]1[c:3]([O:22][CH3:23])[cH:4][c:5]([CH2:8][CH2:9][NH:10][C:11]([CH:12]([CH:13]([CH3:14])[CH3:15])[NH:16][S:17](=[O:18])(=[O:19])[CH3:20])=[O:21])[cH:6][cH:7]1)[CH2:32][C:31]#[C:30][c:24]1[cH:25][cH:26][cH:27][cH:28][cH:29]1.